The task is: describe an organic reaction: reactants, conditions, products, and yield. This data is from the Open Reaction Database (ORD), a public repository of structured organic reaction records. The reactants are C[Mg]Cl (methyl magnesium chloride), ferric chloride, CC([C@H]1CC[C@H]2[C@@H]3CC[C@H]4CC(CC[C@]4(C)[C@H]3CC[C@]12C)=O)=O (5α-pregnane-3,20-dione), C[Li] (Methyllithium), ferric chloride. The solvent is O1CCCC1 (tetrahydrofuran), O1CCCC1 (tetrahydrofuran), C(C)OCOCC (diethoxymethane). Conditions: temperature -50 celsius, time 10 minute. Yields the product CC(=O)[C@H]1CC[C@@H]2[C@@]1(CC[C@H]3[C@H]2CC[C@@H]4[C@@]3(CC[C@@](C4)(C)O)C)C (ganaxolone). Isolated yield 94.8%. RXN SMILES: [CH3:1][Li].C[Mg]Cl.[CH3:6][C:7](=[O:28])[C@@H:8]1[C@:25]2([CH3:26])[C@H:11]([C@H:12]3[C@H:22]([CH2:23][CH2:24]2)[C@:20]2([CH3:21])[C@H:15]([CH2:16][C:17](=[O:27])[CH2:18][CH2:19]2)[CH2:14][CH2:13]3)[CH2:10][CH2:9]1>O1CCCC1.C(OCOCC)C>[CH3:6][C:7]([C@@H:8]1[C@@:25]2([CH3:26])[CH2:24][CH2:23][C@@H:22]3[C@@:20]4([CH3:21])[CH2:19][CH2:18][C@:17]([OH:27])([CH3:1])[CH2:16][C@@H:15]4[CH2:14][CH2:13][C@H:12]3[C@@H:11]2[CH2:10][CH2:9]1)=[O:28]. Procedure details: A mixture of ferric chloride (anhydrous, 1.63 g, 10.06 mmol) in tetrahydrofuran (anhydrous, 35 ml) is cooled to −50° C. under nitrogen. Methyllithium (3M, 3.4 mL, 10.2 mmol) in diethoxymethane is added to the ferric chloride mixture, maintaining the temperature below −40° C. After this addition is complete methyl magnesium chloride solution (3M, 10.1 ml, 30.18 mmol) in tetrahydrofuran is added maintaining the internal temperature below −40° C. After 10 min. at −40° C., 5α-pregnane-3,20-dione (2....